From a dataset of the Open Reaction Database (ORD), a public repository of structured organic reaction records. describe an organic reaction: reactants, conditions, products, and yield Starting materials: F[B-](F)(F)F, O=C(O)c1ccc(F)c(Cl)c1, CNC(CN1CCCC(F)(F)C1)C(C)C, CN(C)C=O, CN(C)C(On1nnc2ccccc21)=[N+](C)C. Product: CC(C)C(CN1CCCC(F)(F)C1)N(C)C(=O)c1ccc(F)c(Cl)c1. As a reaction SMILES: [B-:12]([F:13])([F:14])([F:15])[F:16].[Cl:1][c:2]1[cH:3][c:4]([C:5](=[O:6])[OH:7])[cH:8][cH:9][c:10]1[F:11].[F:34][C:35]1([F:48])[CH2:36][N:37]([CH2:41][CH:42]([CH:43]([CH3:44])[CH3:45])[NH:46][CH3:47])[CH2:38][CH2:39][CH2:40]1.[O:49]=[CH:50][N:51]([CH3:52])[CH3:53].[n:17]1([O:18][C:19]([N:20]([CH3:21])[CH3:22])=[N+:23]([CH3:24])[CH3:25])[c:26]2[cH:27][cH:28][cH:29][cH:30][c:31]2[n:32][n:33]1>>[Cl:1][c:2]1[cH:3][c:4]([C:5](=[O:7])[N:46]([CH:42]([CH2:41][N:37]2[CH2:36][C:35]([F:34])([F:48])[CH2:40][CH2:39][CH2:38]2)[CH:43]([CH3:44])[CH3:45])[CH3:47])[cH:8][cH:9][c:10]1[F:11]. The reactants are CCCCCCc1cccs1, CN(C)C=O, O, O=P(Cl)(Cl)Cl. Product: CCCCCCc1ccc(C=O)s1. Reaction SMILES: [CH2:11]([CH2:12][CH2:13][CH2:14][CH2:15][CH3:16])[c:17]1[s:18][cH:19][cH:20][cH:21]1.[CH3:1][N:2]([CH:3]=[O:4])[CH3:5].[OH2:22].[P:6]([Cl:7])([Cl:8])([Cl:9])=[O:10]>>[CH:3](=[O:4])[c:19]1[s:18][c:17]([CH2:11][CH2:12][CH2:13][CH2:14][CH2:15][CH3:16])[cH:21][cH:20]1. The reactants are CCO, C#CCOc1c(F)cc(C(=O)OC)cc1F, [Na+], [OH-]. Yields the product C#CCOc1c(F)cc(C(=O)O)cc1F. Reaction SMILES: [CH3:19][CH2:20][OH:21].[F:1][c:2]1[cH:3][c:4]([C:5](=[O:6])[O:7][CH3:8])[cH:9][c:10]([F:16])[c:11]1[O:12][CH2:13][C:14]#[CH:15].[Na+:18].[OH-:17]>>[F:1][c:2]1[cH:3][c:4]([C:5](=[O:6])[OH:7])[cH:9][c:10]([F:16])[c:11]1[O:12][CH2:13][C:14]#[CH:15]. Reactants: colorless crystals, CC1(OC2=C(C(=CC(=C2)C(C)C(CCCCC)C)O)C2=C1CCN(C2)CC#C)C (5,5-dimethyl-10-hydroxy-8-(3-methyl-2-octyl)-2-(2-propynyl)-1,2,3,4-tetrahydro-5H-[1]benzopyrano[3,4-d]pyridine), C(Cl)Cl (methylene chloride), Cl.N1(CCCCC1)CCCCC(=O)O (δ-piperidinovaleric acid hydrochloride), C1(CCCCC1)N=C=NC1CCCCC1 (dicyclohexylcarbodiimide). Solvent: CO.C(Cl)(Cl)Cl (MeOH CHCl3), C(Cl)Cl.C1CCCCC1 (methylene chloride cyclohexane). The product is Cl.CC1(OC2=C(C(=CC(=C2)C(C)C(CCCCC)C)OC(CCCCN2CCCCC2)=O)C2=C1CCN(C2)CC#C)C (5,5-Dimethyl-10-[5-(piperidino)valeryloxy]-8-(3-methyl-2-octyl)-2-(2-propynyl)-1,2,3,4-tetrahydro-5H-[1]benzopyrano[3,4-d] pyridine hydrochloride). RXN SMILES: [CH3:1][C:2]1([CH3:29])[C:21]2[CH2:22][CH2:23][N:24]([CH2:26][C:27]#[CH:28])[CH2:25][C:20]=2[C:5]2[C:6]([OH:19])=[CH:7][C:8]([CH:10]([CH:12]([CH3:18])[CH2:13][CH2:14][CH2:15][CH2:16][CH3:17])[CH3:11])=[CH:9][C:4]=2[O:3]1.Cl.[N:31]1([CH2:37][CH2:38][CH2:39][CH2:40][C:41](O)=[O:42])[CH2:36][CH2:35][CH2:34][CH2:33][CH2:32]1.C1(N=C=NC2CCCCC2)CCCCC1.C(Cl)[Cl:60]>C(Cl)Cl.C1CCCCC1.CO.C(Cl)(Cl)Cl>[ClH:60].[CH3:29][C:2]1([CH3:1])[C:21]2[CH2:22][CH2:23][N:24]([CH2:26][C:27]#[CH:28])[CH2:25][C:20]=2[C:5]2[C:6]([O:19][C:41](=[O:42])[CH2:40][CH2:39][CH2:38][CH2:37][N:31]3[CH2:36][CH2:35][CH2:34][CH2:33][CH2:32]3)=[CH:7][C:8]([CH:10]([CH:12]([CH3:18])[CH2:13][CH2:14][CH2:15][CH2:16][CH3:17])[CH3:11])=[CH:9][C:4]=2[O:3]1 |f:1.2,5.6,7.8,9.10|. Procedure: A mixture of 2.4 g. (6.06 mm.) of 5,5-dimethyl-10-hydroxy-8-(3-methyl-2-octyl)-2-(2-propynyl)-1,2,3,4-tetrahydro-5H-[1]benzopyrano[3,4-d]pyridine, 1.35 g. (6.06 mm.) of δ-piperidinovaleric acid hydrochloride and 1.30 g. (6.30 mm.) of dicyclohexylcarbodiimide in 100 ml. of methylene chloride was stirred at room temperature for 5 hours. The reaction mixture was cooled overnight in the refrigerator and the by-product of dicyclohexylurea removed by suction filtration. The mother liquor was evaporate... Run at temperature 60 celsius, time 1 hour. Reactants: N1=CC(=CC=C1)CNC(=O)/C=C/C1=CC=C(C=C1)N(C(C(F)(F)F)=O)CC(=O)OC(C)(C)C (t-butyl [[4-[(E)-2-[N-(3-pyridylmethyl)carbamoyl]ethenyl]-phenyl](trifluoroacetyl)amino]acetate), [OH-].[Na+] (sodium hydroxide). Reported procedure: A solution of t-butyl [[4-[(E)-2-[N-(3-pyridylmethyl)carbamoyl]ethenyl]-phenyl](trifluoroacetyl)amino]acetate (580 mg) in aqueous methanol was mixed with 74 mg of sodium hydroxide, and then stirred at room temperature for 24 hours and subsequently at 60° C. for 1 hour. After evaporation of methanol, the reaction mixture was mixed with 0.4 ml of 2 mol/l hydrochloric acid, and extracted with ethyl acetate. The organic layer was dried over sodium sulfate. The drying agent was filtered off and the s... Solvent: CO (methanol). Product: N1=CC(=CC=C1)CNC(=O)/C=C/C1=CC=C(C=C1)NCC(=O)O ([[4-[(E)-2-[N-(3-pyridylmethyl)carbamoyl]ethenyl]phenyl]amino]acetic acid). As a reaction SMILES: [N:1]1[CH:6]=[CH:5][CH:4]=[C:3]([CH2:7][NH:8][C:9](/[CH:11]=[CH:12]/[C:13]2[CH:18]=[CH:17][C:16]([N:19]([CH2:26][C:27]([O:29]C(C)(C)C)=[O:28])C(=O)C(F)(F)F)=[CH:15][CH:14]=2)=[O:10])[CH:2]=1.[OH-].[Na+]>CO>[N:1]1[CH:6]=[CH:5][CH:4]=[C:3]([CH2:7][NH:8][C:9](/[CH:11]=[CH:12]/[C:13]2[CH:14]=[CH:15][C:16]([NH:19][CH2:26][C:27]([OH:29])=[O:28])=[CH:17][CH:18]=2)=[O:10])[CH:2]=1 |f:1.2|.